Dataset: the Open Reaction Database (ORD), a public repository of structured organic reaction records. Task: describe an organic reaction: reactants, conditions, products, and yield The reactants are FC(C(=O)OCC)(F)F (ethyl trifluoroacetate), [Cl-].[NH4+] (ammonium chloride), [Mg] (magnesium), C(C)OCCCCCBr (5-bromopentyl ethyl ether). The solvent is C(C)OCC (diethyl ether). Conditions: temperature -20 celsius, time 2 hour. The product is Grignard reagent, C(C)OCCCCCC(C(F)(F)F)=O (7-ethoxy-1,1,1-trifluoro-2-heptanone). The yield is 58.4%. RXN SMILES: [Mg].[CH2:2]([O:4][CH2:5][CH2:6][CH2:7][CH2:8][CH2:9]Br)[CH3:3].[F:11][C:12]([F:19])([F:18])[C:13](OCC)=[O:14].[Cl-].[NH4+]>C(OCC)C>[CH2:2]([O:4][CH2:5][CH2:6][CH2:7][CH2:8][CH2:9][C:13](=[O:14])[C:12]([F:19])([F:18])[F:11])[CH3:3] |f:3.4|. Procedure: A Grignard reagent which was prepared from 6.4 g (0.27 mol) of magnesium turnings and 48.7 g (0.25 mol) of 5-bromopentyl ethyl ether was added over 45 minutes to a solution of 35.5 g (0.25 mol) of ethyl trifluoroacetate in 300 ml of diethyl ether at -60° C. After stirring for further 2 hours, the temperature was increased to -20° C. and a saturated aqueous ammonium chloride solution was added. The organic layer was washed with water, dried over anhydrous magnesium sulfate and concentrated. The r... Starting materials: C(C1=CC=CC=C1)NC1CC(CCC1)COCC=1N=C(OC1C)C=1C=C(C=CC1)C (benzyl-[3-(5-methyl-2-m-tolyloxazol-4-ylmethoxymethyl)cyclohexyl]amine), [C@@H]12[C@@H](CC1)C(=O)OC2=O (cis-cyclobutane-1,2-dicarboxylic anhydride). Product: C(C1=CC=CC=C1)N(C(=O)C1C(CC1)C(=O)O)C1CC(CCC1)COCC=1N=C(OC1C)C=1C=C(C=CC1)C (2-{benzyl-[3-(5-methyl-2-m-tolyloxazol-4-ylmethoxymethyl)cyclohexyl]carbamoyl}cyclobutanecarboxylic acid). Reaction SMILES: [CH2:1]([NH:8][CH:9]1[CH2:14][CH2:13][CH2:12][CH:11]([CH2:15][O:16][CH2:17][C:18]2[N:19]=[C:20]([C:24]3[CH:25]=[C:26]([CH3:30])[CH:27]=[CH:28][CH:29]=3)[O:21][C:22]=2[CH3:23])[CH2:10]1)[C:2]1[CH:7]=[CH:6][CH:5]=[CH:4][CH:3]=1.[C@@H:31]12[C:38](=[O:39])[O:37][C:35](=[O:36])[C@@H:32]1[CH2:33][CH2:34]2>>[CH2:1]([N:8]([CH:9]1[CH2:14][CH2:13][CH2:12][CH:11]([CH2:15][O:16][CH2:17][C:18]2[N:19]=[C:20]([C:24]3[CH:25]=[C:26]([CH3:30])[CH:27]=[CH:28][CH:29]=3)[O:21][C:22]=2[CH3:23])[CH2:10]1)[C:38]([CH:31]1[CH2:34][CH2:33][CH:32]1[C:35]([OH:37])=[O:36])=[O:39])[C:2]1[CH:7]=[CH:6][CH:5]=[CH:4][CH:3]=1. Reported procedure: Analogous to the reaction conditions of example 1, benzyl-[3-(5-methyl-2-m-tolyloxazol-4-ylmethoxymethyl)cyclohexyl]amine and cis-cyclobutane-1,2-dicarboxylic anhydride give 2-{benzyl-[3-(5-methyl-2-m-tolyloxazol-4-ylmethoxymethyl)cyclohexyl]carbamoyl}cyclobutanecarboxylic acid. C32H38N2O5 (530.67), MS (ESI): 531 (MH+). The reactants are BrCCCCCCCCCCCCBr (1,12-dibromododecane), O (water), C1(C=2C(C(N1)=O)=CC=CC2)=O.[K] (potassium phthalimide), CN(C=O)C (dimethylformamide). Yields the product BrCCCCCCCCCCCCN1C(C2=CC=CC=C2C1=O)=O (2-(12-bromododecyl)isoindoline-1,3-dione). Conditions: temperature 160 celsius. As a reaction SMILES: Br[CH2:2][CH2:3][CH2:4][CH2:5][CH2:6][CH2:7][CH2:8][CH2:9][CH2:10][CH2:11][CH2:12][CH2:13][Br:14].[C:15]1(=[O:25])[NH:19][C:18](=[O:20])[C:17]2=[CH:21][CH:22]=[CH:23][CH:24]=[C:16]12.[K].CN(C)C=O.O>ClCCl>[Br:14][CH2:13][CH2:12][CH2:11][CH2:10][CH2:9][CH2:8][CH2:7][CH2:6][CH2:5][CH2:4][CH2:3][CH2:2][N:19]1[C:15](=[O:25])[C:16]2[C:17](=[CH:21][CH:22]=[CH:23][CH:24]=2)[C:18]1=[O:20] |f:1.2,^1:25|. Solvent: ClCCl (dichloromethane). Procedure details: 1,12-dibromododecane (32.22 g, 98.2 mmol), potassium phthalimide (4.60 g, 24.5 mmol), and dimethylformamide (20 mL) were combined and refluxed at 160° C. for 2.5 hours. Upon cooling, water was added and the organic taken into dichloromethane (separated on a separatory funnel). The solvent was evaporated under reduced pressure and the crude product was columned in hexanes. The spots were not separated, and the fractions were combined, the solvent removed, and the crude material re-dissolved in 30... Starting materials: CI (methyl iodide), NC(=S)N (thiourea), C[O-].[Na+] (sodium methoxide), CN(/C=C/C(=O)C1=CN=C2N1C=CC=C2)C ((E)-3-(dimethylamino)-1-imidazo[1,2-a]pyridin-3-yl-2-propen-1-one). The solvent is C(CCC)O (n-butanol). Reaction conditions: temperature 85 celsius, time 2 hour. Product: CSC1=NC=CC(=N1)C1=CN=C2N1C=CC=C2 (3-[2-methylthio-4-pyrimidinyl]imidazo[1,2-a]pyridine). Yield: 64.7%. Reaction SMILES: CN(C)/[CH:3]=[CH:4]/[C:5]([C:7]1[N:11]2[CH:12]=[CH:13][CH:14]=[CH:15][C:10]2=[N:9][CH:8]=1)=O.[NH2:17][C:18]([NH2:20])=[S:19].[CH3:21][O-].[Na+].CI>C(O)CCC>[CH3:21][S:19][C:18]1[N:20]=[C:5]([C:7]2[N:11]3[CH:12]=[CH:13][CH:14]=[CH:15][C:10]3=[N:9][CH:8]=2)[CH:4]=[CH:3][N:17]=1 |f:2.3|. Procedure: 1 g of (E)-3-(dimethylamino)-1-imidazo[1,2-a]pyridin-3-yl-2-propen-1-one [1-2] was dissolved in 10 mL of n-butanol, then 354 mg of thiourea and 377 mg of sodium methoxide were added, and the mixture was stirred at 85° C. for 2 hours. After cooling back to the room temperature, 868 μL of methyl iodide was added, and stirred at room temperature for 30 minutes. The solvent was distilled off until the volume is halved, the solid thus produced was taken and washed with diethyl ether and with water in... Reactants: C(C1=CC=CC=C1)N(C(=O)C1CCN(CC1)C(=O)C=1NC2=CC=CC=C2C1)C (N-benzyl-1-(1H-indole-2-carbonyl)-N-methylpiperidine-4-carboxamide), [H-].[Na+] (sodium hydride), ClCC1=CC=C(C=C1)[N+](=O)[O-] (1-(chloromethyl)-4-nitrobenzene), [I-].[K+] (potassium iodide). Solvent: O (water), C(C)(=O)OCC (ethyl acetate), CN(C)C=O (DMF). Conditions: temperature 60 celsius, time 10 minute. Product: C(C1=CC=CC=C1)N(C(=O)C1CCN(CC1)C(=O)C=1N(C2=CC=CC=C2C1)CC1=CC=C(C=C1)[N+](=O)[O-])C (N-benzyl-N-methyl-1-(1-(4-nitrobenzyl)-1H-indole-2-carbonyl)piperidine-4-carboxamide). RXN SMILES: [CH2:1]([N:8]([CH3:28])[C:9]([CH:11]1[CH2:16][CH2:15][N:14]([C:17]([C:19]2[NH:20][C:21]3[C:26]([CH:27]=2)=[CH:25][CH:24]=[CH:23][CH:22]=3)=[O:18])[CH2:13][CH2:12]1)=[O:10])[C:2]1[CH:7]=[CH:6][CH:5]=[CH:4][CH:3]=1.[H-].[Na+].Cl[CH2:32][C:33]1[CH:38]=[CH:37][C:36]([N+:39]([O-:41])=[O:40])=[CH:35][CH:34]=1.[I-].[K+]>CN(C=O)C.O.C(OCC)(=O)C>[CH2:1]([N:8]([CH3:28])[C:9]([CH:11]1[CH2:16][CH2:15][N:14]([C:17]([C:19]2[N:20]([CH2:32][C:33]3[CH:38]=[CH:37][C:36]([N+:39]([O-:41])=[O:40])=[CH:35][CH:34]=3)[C:21]3[C:26]([CH:27]=2)=[CH:25][CH:24]=[CH:23][CH:22]=3)=[O:18])[CH2:13][CH2:12]1)=[O:10])[C:2]1[CH:7]=[CH:6][CH:5]=[CH:4][CH:3]=1 |f:1.2,4.5|. Reported procedure: N-benzyl-1-(1H-indole-2-carbonyl)-N-methylpiperidine-4-carboxamide (50 mg, 0.133 mmol) was added to a suspension of sodium hydride (7.99 mg, 0.200 mmol) in DMF (Volume: 2 ml). The reaction was allowed to stir for 10 minutes at 60° C. 1-(chloromethyl)-4-nitrobenzene (45.7 mg, 0.266 mmol) and potassium iodide (44.2 mg, 0.266 mmol) were added and the reaction was stirred overnight at 60° C. The reaction was diluted with water and ethyl acetate. The organic layer was washed with water and saturated ... Starting materials: CN, CO, ClCc1ncc(-c2ccccc2)c2ccccc12. The product is CNCc1ncc(-c2ccccc2)c2ccccc12, Cl. Reaction SMILES: [CH3:1][NH2:2].[CH3:21][OH:22].[Cl:3][CH2:4][c:5]1[n:6][cH:7][c:8](-[c:15]2[cH:16][cH:17][cH:18][cH:19][cH:20]2)[c:9]2[cH:10][cH:11][cH:12][cH:13][c:14]12>>[CH3:1][NH:2][CH2:4][c:5]1[n:6][cH:7][c:8](-[c:15]2[cH:16][cH:17][cH:18][cH:19][cH:20]2)[c:9]2[cH:10][cH:11][cH:12][cH:13][c:14]12.[ClH:3].